This data is from the Open Reaction Database (ORD), a public repository of structured organic reaction records. The task is: describe an organic reaction: reactants, conditions, products, and yield Reactants: FC1=C(NC2=C(C(=O)O)C=C(C(=C2)F)F)C=CC(=C1)F (2-(2,4-difluoroanilino)-4,5-difluorobenzoic acid), C(NN)(=O)OC(C)(C)C (tert-butyl carbazate), C(C)N=C=NCCCN(C)C (1-ethyl-3-(3-dimethylaminopropyl)-carbodiimide). Solvent: ClCCl (dichloromethane), ClCCl (dichloromethane). Conditions: time 16 hour. The product is C(C)(C)(C)OC(=O)N(N)C(C1=C(C=C(C(=C1)F)F)NC1=C(C=C(C=C1)F)F)=O ([2-(2,4-difluoroanilino)-4,5-difluorobenzoyl]-hydrazinecarboxylic acid tert-butyl ester). Yield: 72.5%. RXN SMILES: [F:1][C:2]1[CH:19]=[C:18]([F:20])[CH:17]=[CH:16][C:3]=1[NH:4][C:5]1[CH:13]=[C:12]([F:14])[C:11]([F:15])=[CH:10][C:6]=1[C:7]([OH:9])=O.[C:21]([O:25][C:26]([CH3:29])([CH3:28])[CH3:27])(=[O:24])[NH:22][NH2:23].C(N=C=NCCCN(C)C)C>ClCCl>[C:26]([O:25][C:21]([N:22]([C:7](=[O:9])[C:6]1[CH:10]=[C:11]([F:15])[C:12]([F:14])=[CH:13][C:5]=1[NH:4][C:3]1[CH:16]=[CH:17][C:18]([F:20])=[CH:19][C:2]=1[F:1])[NH2:23])=[O:24])([CH3:29])([CH3:28])[CH3:27]. Reported procedure: To a solution of 2-(2,4-difluoroanilino)-4,5-difluorobenzoic acid (Example 5, 2.18 g, 7.6 mmol) and tert-butyl carbazate (1.57 g, 11.8 mmol) in dichloromethane (30 mL) is added 1-ethyl-3-(3-dimethylaminopropyl)-carbodiimide (2.25 g, 11.77 mmol). After stirring for 16 hours at room temperature, the reaction mixture is diluted with dichloromethane and then washed with saturated NaHCO3, water, and brine. The organic layer is dried over Na2SO4, concentrated under vacuum, and purified via column chro...